Task: describe an organic reaction: reactants, conditions, products, and yield. Dataset: the Open Reaction Database (ORD), a public repository of structured organic reaction records The reactants are CN1CC(C(=O)OC(C)(C)C)NC1=O, CC(OS(C)(=O)=O)C(=O)O. The product is CC(OS(C)(=O)=O)C(=O)N1C(=O)N(C)CC1C(=O)OC(C)(C)C. As a reaction SMILES: [CH3:11][N:12]1[C:13](=[O:24])[NH:14][CH:15]([C:17](=[O:18])[O:19][C:20]([CH3:21])([CH3:22])[CH3:23])[CH2:16]1.[CH3:1][S:2](=[O:3])(=[O:4])[O:5][CH:6]([C:7](=[O:8])[OH:9])[CH3:10]>>[CH3:1][S:2](=[O:3])(=[O:4])[O:5][CH:6]([C:7](=[O:8])[N:14]1[C:13](=[O:24])[N:12]([CH3:11])[CH2:16][CH:15]1[C:17](=[O:18])[O:19][C:20]([CH3:21])([CH3:22])[CH3:23])[CH3:10]. The reactants are CC1=C(C(=CC(=C1)OC)C)C1=CC=CC=C1 (2,6-dimethyl-4-methoxybiphenyl), C(C)(=O)O (acetic acid), Br (hydrobromic acid). The solvent is O (water). The product is CC1=C(C(=CC(=C1)O)C)C1=CC=CC=C1 (2,6-dimethyl-4-hydroxybiphenyl). RXN SMILES: [CH3:1][C:2]1[CH:7]=[C:6]([O:8]C)[CH:5]=[C:4]([CH3:10])[C:3]=1[C:11]1[CH:16]=[CH:15][CH:14]=[CH:13][CH:12]=1.C(O)(=O)C.Br>O>[CH3:10][C:4]1[CH:5]=[C:6]([OH:8])[CH:7]=[C:2]([CH3:1])[C:3]=1[C:11]1[CH:16]=[CH:15][CH:14]=[CH:13][CH:12]=1. Procedure details: 2,6-dimethyl-4-methoxybiphenyl (3.0 g), acetic acid (30 ml) and 48% aqueous hydrobromic acid (30 ml) were heated at reflux temperature for 4 hours. The mixture was then cooled, poured into water and extracted with ether. After extracting the organic solution with aqueous sodium hydroxide, the aqueous extract was acidified with aqueous hydrochloric acid and further extracted with ether. The resulting extract was dried and evaporated and the residue was recrystallized from acetone/hexane to afford... Procedure details: The title compound was synthesized using phenol and 3-butyn-1-ol by conducting a reaction similar to that mentioned in Reference example 35. Starting materials: C1(=CC=CC=C1)O (phenol), C(CC#C)O (3-butyn-1-ol). The product is C1(=CC=CC=C1)OCCC#C (4-Phenyloxybut-1-yne). Reaction SMILES: [C:1]1([OH:7])[CH:6]=[CH:5][CH:4]=[CH:3][CH:2]=1.[CH2:8](O)[CH2:9][C:10]#[CH:11]>>[C:1]1([O:7][CH2:11][CH2:10][C:9]#[CH:8])[CH:6]=[CH:5][CH:4]=[CH:3][CH:2]=1. The reactants are CCOC(=O)C (EtOAc), ClC=1N=C(NC1CO)CCCCCCC (4-chloro-2-heptyl-5-(hydroxymethyl)imidazole), C(=O)([O-])[O-].[K+].[K+] (K2CO3), [N+](=O)([O-])C1=CC=C(CBr)C=C1 (4-nitrobenzylbromide). Solvent: O (H2O), CN(C)C=O (DMF). Run at time 4 hour. The product is ClC=1N=C(N(C1CO)CC1=CC=C(C=C1)[N+](=O)[O-])CCCCCCC (4-Chloro-2-heptyl-5-(hydroxymethyl)-1-(4-nitrobenzyl)imidazole). The yield is 118.8%. RXN SMILES: [Cl:1][C:2]1[N:3]=[C:4]([CH2:9][CH2:10][CH2:11][CH2:12][CH2:13][CH2:14][CH3:15])[NH:5][C:6]=1[CH2:7][OH:8].C([O-])([O-])=O.[K+].[K+].[N+:22]([C:25]1[CH:32]=[CH:31][C:28]([CH2:29]Br)=[CH:27][CH:26]=1)([O-:24])=[O:23].CCOC(C)=O>CN(C=O)C.O>[Cl:1][C:2]1[N:3]=[C:4]([CH2:9][CH2:10][CH2:11][CH2:12][CH2:13][CH2:14][CH3:15])[N:5]([CH2:29][C:28]2[CH:31]=[CH:32][C:25]([N+:22]([O-:24])=[O:23])=[CH:26][CH:27]=2)[C:6]=1[CH2:7][OH:8] |f:1.2.3|. Procedure: To a solution of 4-chloro-2-heptyl-5-(hydroxymethyl)imidazole (5.2 g, 20.7 mmol) in dry DMF (100 mL) was added anhydrous K2CO3 (4.3 g, 31.1 mmol) followed by 4-nitrobenzylbromide (5.4 g, 24.9 mmol). The solution was stirred 3-5 hours at 65°-70°. The reaction mixture was poured into a separatory funnel containing EtOAc and H2O (300 mL each). The aqueous phase was extracted with EtOAc (150 mL) and the combined organic phases were washed three times with H2O (150 mL) before being dried (MgSO4), fil...